Dataset: the Open Reaction Database (ORD), a public repository of structured organic reaction records. Task: describe an organic reaction: reactants, conditions, products, and yield Starting materials: C(C)(=O)NCCSCC(CC(=O)O)C(C=1C=NC=CC1)=O (3-{[2-(acetylamino)ethylthio]methyl}-4-oxo-4-(3-pyridyl)butanoic acid), Cl.CN(CCCN=C=NCC)C (1[3-(dimethylamino)propyl]-3-ethylcarbodiimide hydrochloride). The reagents and catalysts are CN(C1=CC=NC=C1)C (4-dimethylaminopyridine). The solvent is CN(C=O)C (dimethyl formamide). The product is C(C)(=O)NCCSCC(CC(=O)OCCC)C(C=1C=NC=CC1)=O (Propyl 3-{[2-(Acetylamino)ethylthio]methyl}-4-oxo-4-(3-pyridyl)butanoate). The yield is 74.9%. As a reaction SMILES: [C:1]([NH:4][CH2:5][CH2:6][S:7][CH2:8][CH:9]([C:14](=[O:21])[C:15]1[CH:16]=[N:17][CH:18]=[CH:19][CH:20]=1)[CH2:10][C:11]([OH:13])=[O:12])(=[O:3])[CH3:2].Cl.CN(C)[CH2:25][CH2:26][CH2:27]N=C=NCC>CN(C)C1C=CN=CC=1.CN(C)C=O>[C:1]([NH:4][CH2:5][CH2:6][S:7][CH2:8][CH:9]([C:14](=[O:21])[C:15]1[CH:16]=[N:17][CH:18]=[CH:19][CH:20]=1)[CH2:10][C:11]([O:13][CH2:25][CH2:26][CH3:27])=[O:12])(=[O:3])[CH3:2] |f:1.2|. Procedure: A solution of 3-{[2-(acetylamino)ethylthio]methyl}-4-oxo-4-(3-pyridyl)butanoic acid (0.1 g), 1[3-(dimethylamino)propyl]-3-ethylcarbodiimide hydrochloride (68.1 mg) and 4-dimethylaminopyridine (0.1 eq) in dimethyl formamide (2 mL) was stirred for 24 h. The solution was purified on preparative HPLC (C-18 prep column, 10% to 90% acetonitrile in water both containing 0.1% TFA) to give 0.085 g (75%) of the title compound; ESMS (M+1)+353. Reactants: [Na].BrC1=C(C=C(C=C1C)O)C (4-bromo-3,5-dimethylphenol sodium salt), BrC1=NC(=CC=C1)C (2-bromo-6-methylpyridine). The reagents and catalysts are [Cu] (copper). The solvent is C(C)(=O)OCC (ethyl acetate). Conditions: temperature 185 celsius, time 1 hour. Yields the product BrC1=C(C=C(OC2=NC(=CC=C2)C)C=C1C)C (2-(4-bromo-3,5-dimethylphenoxy)-6-methylpyridine). Yield: 73.7%. RXN SMILES: [Na].[Br:2][C:3]1[C:8]([CH3:9])=[CH:7][C:6]([OH:10])=[CH:5][C:4]=1[CH3:11].Br[C:13]1[CH:18]=[CH:17][CH:16]=[C:15]([CH3:19])[N:14]=1>C(OCC)(=O)C.[Cu]>[Br:2][C:3]1[C:8]([CH3:9])=[CH:7][C:6]([O:10][C:13]2[CH:18]=[CH:17][CH:16]=[C:15]([CH3:19])[N:14]=2)=[CH:5][C:4]=1[CH3:11] |f:0.1,^1:0|. Procedure: To a solution of sodium hydroxide (0.23 g, 5.81 mmol) in methanol (50 mL) was added 4-bromo-3,5-dimethylphenol (1.17 g, 5.81 mmol) and the mixture was left standing at room temperature for 10 min. and concentrated to dryness to give 4-bromo-3,5-dimethylphenol sodium salt (1.30 g). Then, a mixture of the obtained 4-bromo-3,5-dimethylphenol sodium salt (1.30 g), 2-bromo-6-methylpyridine (1.0 g, 5.81 mmol) and copper powder (11 mg, 0.17 mmol) was stirred at 185° C. for 1 hr. The reaction mixture wa...